From a dataset of the Open Reaction Database (ORD), a public repository of structured organic reaction records. describe an organic reaction: reactants, conditions, products, and yield Reactants: C(=O)(Cl)Cl (Phosgene), NS(=O)(=O)C1=C(C(=O)OC)C=CC(=C1)OCC (methyl 2-(aminosulfonyl)-4-ethoxybenzoate), C(CCC)N=C=O (n-butyl isocyanate), 1,4-diaza[2.2.2]bicyclooctane. Solvent: xylenes. The product is C(C)OC1=CC(=C(C(=O)OC)C=C1)S(=O)(=O)N=C=O (methyl 4-ethoxy-2-(isocyanatosulfonyl)benzoate). Isolated yield 98.4%. RXN SMILES: [NH2:1][S:2]([C:5]1[CH:14]=[C:13]([O:15][CH2:16][CH3:17])[CH:12]=[CH:11][C:6]=1[C:7]([O:9][CH3:10])=[O:8])(=[O:4])=[O:3].C(N=[C:23]=[O:24])CCC.C(Cl)(Cl)=O>>[CH2:16]([O:15][C:13]1[CH:12]=[CH:11][C:6]([C:7]([O:9][CH3:10])=[O:8])=[C:5]([S:2]([N:1]=[C:23]=[O:24])(=[O:3])=[O:4])[CH:14]=1)[CH3:17]. Reported procedure: A solution of methyl 2-(aminosulfonyl)-4-ethoxybenzoate (7.56 g, 29.2 mmol), n-butyl isocyanate (3.29 mL, 29.2 mmol), and 1,4-diaza[2.2.2]bicyclooctane (0.13 g, 1.2 mmol) in mixed xylenes was heated at reflux for 10 minutes. Phosgene was then added at such a rate that the internal temperature stayed at 133° C. or above. When consumption of phosgene ceased, the solution was cooled to room temperature and then filtered under nitrogen. Rotary evaporation gave methyl 4-ethoxy-2-(isocyanatosulfonyl)b...